Dataset: the Open Reaction Database (ORD), a public repository of structured organic reaction records. Task: describe an organic reaction: reactants, conditions, products, and yield Starting materials: CC(C)(C(=O)O)O/N=C(/C1=CSC(=N1)N)\C(=O)N[C@H]2[C@@H]3N(C2=O)C(=C(CS3)C[N+]=4C=CC=CC4)C(=O)[O-] (ceftazidime), Cl (hydrochloric acid). Reaction conditions: temperature 5 celsius, time 1 hour. The product is CC(C)(C(=O)O)O/N=C(\C1=CSC(=N1)N)/C(=O)N[C@H]2[C@@H]3N(C2=O)C(=C(CS3)C[N+]4=CC=CC=C4)C(=O)[O-].O.O.O.O.O (ceftazidime pentahydrate). As a reaction SMILES: [CH3:1][C:2]([O:7]/[N:8]=[C:9](\[C:16]([NH:18][C@@H:19]1[C:22](=[O:23])[N:21]2[C:24]([C:35]([O-:37])=[O:36])=[C:25]([CH2:28][N+:29]3[CH:30]=[CH:31][CH:32]=[CH:33][CH:34]=3)[CH2:26][S:27][C@H:20]12)=[O:17])/[C:10]1[N:14]=[C:13]([NH2:15])[S:12][CH:11]=1)([C:4]([OH:6])=[O:5])[CH3:3].Cl>>[CH3:3][C:2]([O:7]/[N:8]=[C:9](/[C:16]([NH:18][C@@H:19]1[C:22](=[O:23])[N:21]2[C:24]([C:35]([O-:37])=[O:36])=[C:25]([CH2:28][N+:29]3[CH:30]=[CH:31][CH:32]=[CH:33][CH:34]=3)[CH2:26][S:27][C@H:20]12)=[O:17])\[C:10]1[N:14]=[C:13]([NH2:15])[S:12][CH:11]=1)([C:4]([OH:6])=[O:5])[CH3:1].[OH2:5].[OH2:5].[OH2:5].[OH2:5].[OH2:5] |f:2.3.4.5.6.7|. Procedure details: Another 131 ml aliquot of the ceftazidime solution prepared as described above was adjusted to and maintained at 5° C. and the pH adjusted to 3.5 with 15.2 ml of 1.83M hydrochloric acid. The stirred solution was seeded with ceftazidime pentahydrate crystals and crystallization began. After one hour, the pH of the crystal slurry was readjusted from 4.55 to 3.50 with an additional 2.90 ml of 1.83M hydrochloric acid. The slurry was stirred for three more hours and then filtered. The crystals were w... The reactants are C(CCC)C1=NC2=C(N1CC1=CC=C(C=C1)C=1C(=CC=CC1)C(=O)OC(C)(C)C)C=C(C=C2)C(=O)O (tert.butyl 4'-[(2-n-butyl-6-carboxy-benzimidazol-1-yl)-methyl]biphenyl-2-carboxylate), FC(C(=O)O)(F)F (trifluoroacetic acid). Solvent: C(Cl)Cl (methylene chloride). Product: C(CCC)C1=NC2=C(N1CC1=CC=C(C=C1)C=1C(=CC=CC1)C(=O)O)C=C(C=C2)C(=O)O (4'-[(2-n-Butyl-6-carboxy-benzimidazol-1-yl)-methyl]biphenyl-2-carboxylic acid). RXN SMILES: [CH2:1]([C:5]1[N:9]([CH2:10][C:11]2[CH:16]=[CH:15][C:14]([C:17]3[C:18]([C:23]([O:25]C(C)(C)C)=[O:24])=[CH:19][CH:20]=[CH:21][CH:22]=3)=[CH:13][CH:12]=2)[C:8]2[CH:30]=[C:31]([C:34]([OH:36])=[O:35])[CH:32]=[CH:33][C:7]=2[N:6]=1)[CH2:2][CH2:3][CH3:4].FC(F)(F)C(O)=O>C(Cl)Cl>[CH2:1]([C:5]1[N:9]([CH2:10][C:11]2[CH:12]=[CH:13][C:14]([C:17]3[C:18]([C:23]([OH:25])=[O:24])=[CH:19][CH:20]=[CH:21][CH:22]=3)=[CH:15][CH:16]=2)[C:8]2[CH:30]=[C:31]([C:34]([OH:36])=[O:35])[CH:32]=[CH:33][C:7]=2[N:6]=1)[CH2:2][CH2:3][CH3:4]. Procedure: Prepared in analogous manner to Example 9 from tert.butyl 4'-[(2-n-butyl-6-carboxy-benzimidazol-1-yl)-methyl]biphenyl-2-carboxylate and trifluoroacetic acid in methylene chloride.